Dataset: the Open Reaction Database (ORD), a public repository of structured organic reaction records. Task: describe an organic reaction: reactants, conditions, products, and yield The reactants are [H-].[Na+] (NaH), NC1=CC=C2C(=NN(C(C2=C1)=O)C(C)C)Br (7-Amino-2-Isopropyl-4-bromo-2H-phthalazin-1-one), CN=C=O (methyl isocyanate). Solvent: O1CCCC1 (THF), O1CCCC1 (tetrahydrofuran). Run at time 5 minute. Product: BrC1=NN(C(C2=CC(=CC=C12)NC(=O)NC)=O)C(C)C (1-(1-Bromo-3-isopropyl-4-oxo-3,4-dihydro-phthalazin-6-yl)-3-methyl-urea). Isolated yield 78.3%. RXN SMILES: [NH2:1][C:2]1[CH:11]=[C:10]2[C:5]([C:6]([Br:16])=[N:7][N:8]([CH:13]([CH3:15])[CH3:14])[C:9]2=[O:12])=[CH:4][CH:3]=1.[H-].[Na+].[CH3:19][N:20]=[C:21]=[O:22]>O1CCCC1>[Br:16][C:6]1[C:5]2[C:10](=[CH:11][C:2]([NH:1][C:21]([NH:20][CH3:19])=[O:22])=[CH:3][CH:4]=2)[C:9](=[O:12])[N:8]([CH:13]([CH3:14])[CH3:15])[N:7]=1 |f:1.2|. Procedure details: 7-Amino-2-Isopropyl-4-bromo-2H-phthalazin-1-one (0.5 g, 1.77 mmol) was dissolved in tetrahydrofuran (THF) (5 ml). To this was added NaH (60%, 0.14 g, 3.54 mmol) as a suspension in THF (2 ml) and the reaction mixture was stirred for 5 minutes. After this time methyl isocyanate (0.2 g, 3.55 mmol) was added in one portion and the reaction mixture was stirred at room temperature for a further 48 hours. After this time, the reaction mixture was partitioned between ethyl acetate (50 ml) and water (50 ... Reactants: C1=CC=CC2=C1N=C1C2=CC=C2C3=CC=CC=C3N=C12 (indolo[2,3-a]carbazole), C1(=CC=CC=2C3=CC=CC=C3NC12)C1=CC=C(C=C1)Br (4-carbazolylbromobenzene), CC(C)([O-])C.[Na+] (sodium tert-butoxide), C(C)(C)(C)P(C(C)(C)C)C(C)(C)C (tri-tert-butylphosphine). The reagents and catalysts are C(C)(=O)[O-].[Pd+2].C(C)(=O)[O-] (palladium(II) acetate). Solvent: O (water), C=1(C(=CC=CC1)C)C (xylene), C=1(C(=CC=CC1)C)C (xylene). Reaction conditions: temperature 60 celsius, time 30 minute. Yields the product C1(=CC=CC=2C3=CC=CC=C3NC12)C1=CC=C(C=C1)N1C2=CC=CC=C2C2=CC=C3C(=C12)NC=1C=CC=CC13 (11-(4-carbazolylphenyl)indolo[2,3-a]carbazole). Yield: 46.7%. RXN SMILES: C(P(C(C)(C)C)C(C)(C)C)(C)(C)C.[CH:14]1[C:19]2[N:20]=[C:21]3[C:33]4[C:25]([C:26]5[C:31]([N:32]=4)=[CH:30][CH:29]=[CH:28][CH:27]=5)=[CH:24][CH:23]=[C:22]3[C:18]=2[CH:17]=[CH:16][CH:15]=1.[C:34]1([C:47]2[CH:52]=[CH:51][C:50](Br)=[CH:49][CH:48]=2)[C:46]2[NH:45][C:44]3[C:39](=[CH:40][CH:41]=[CH:42][CH:43]=3)[C:38]=2[CH:37]=[CH:36][CH:35]=1.CC(C)([O-])C.[Na+]>C1(C)C(C)=CC=CC=1.C([O-])(=O)C.[Pd+2].C([O-])(=O)C.O>[C:34]1([C:47]2[CH:52]=[CH:51][C:50]([N:20]3[C:21]4[C:22](=[CH:23][CH:24]=[C:25]5[C:26]6[CH:27]=[CH:28][CH:29]=[CH:30][C:31]=6[NH:32][C:33]5=4)[C:18]4[C:19]3=[CH:14][CH:15]=[CH:16][CH:17]=4)=[CH:49][CH:48]=2)[C:46]2[NH:45][C:44]3[C:39](=[CH:40][CH:41]=[CH:42][CH:43]=3)[C:38]=2[CH:37]=[CH:36][CH:35]=1 |f:3.4,6.7.8|. Procedure details: In a 100-ml three-necked flask were placed 0.21 g (0.94 mmole) of palladium(II) acetate, 20 ml of xylene, and 0.76 g (3.76 mmoles) of tri-tert-butylphosphine and the mixture was heated at 60° C. with stirring for 30 minutes. The resulting solution was sent into a solution that had been prepared by dissolving 4.61 g (0.0180 mole) of indolo[2,3-a]carbazole, 5.8 g (0.018 mole) of 4-carbazolylbromobenzene, and 7.7 g (0.080 mole) of sodium tert-butoxide in 180 ml of xylene and heated at 60° C. in a s... The reactants are ClC1=NN2C(C(=CC=C2)NC2=C(CN(S(=O)(=O)C)C)C=CC=C2)=N1 (N-[2-(2-chloro-[1,2,4]triazolo[1,5-a]pyridin-8-ylamino)-benzyl]-N-methyl-methanesulfonamide), CN1CCN(CC1)C1=CC=C(C=C1)N (4-(4-methyl-piperazin-1-yl)-phenylamine), C1(CCCCC1)P(C1=C(C=CC=C1)C1=C(C=CC=C1)P(C1CCCCC1)C1CCCCC1)C1CCCCC1 (2,2′-bis-dicyclohexylphosphanyl-biphenyl). Product: CN(S(=O)(=O)C)CC1=C(C=CC=C1)NC=1C=2N(C=CC1)N=C(N2)NC2=CC=C(C=C2)N2CCN(CC2)C (N-Methyl-N-(2-{2-[4-(4-methyl-piperazin-1-yl)-phenylamino]-[1,2,4]triazolo[1,5-a]pyridin-8-ylamino}-benzyl)-methanesulfonamide), foam. Isolated yield 18.0%. RXN SMILES: Cl[C:2]1[N:24]=[C:5]2[C:6]([NH:10][C:11]3[CH:23]=[CH:22][CH:21]=[CH:20][C:12]=3[CH2:13][N:14]([CH3:19])[S:15]([CH3:18])(=[O:17])=[O:16])=[CH:7][CH:8]=[CH:9][N:4]2[N:3]=1.[CH3:25][N:26]1[CH2:31][CH2:30][N:29]([C:32]2[CH:37]=[CH:36][C:35]([NH2:38])=[CH:34][CH:33]=2)[CH2:28][CH2:27]1.C1(P(C2CCCCC2)C2C=CC=CC=2C2C=CC=CC=2P(C2CCCCC2)C2CCCCC2)CCCCC1>>[CH3:19][N:14]([CH2:13][C:12]1[CH:20]=[CH:21][CH:22]=[CH:23][C:11]=1[NH:10][C:6]1[C:5]2[N:4]([N:3]=[C:2]([NH:38][C:35]3[CH:34]=[CH:33][C:32]([N:29]4[CH2:28][CH2:27][N:26]([CH3:25])[CH2:31][CH2:30]4)=[CH:37][CH:36]=3)[N:24]=2)[CH:9]=[CH:8][CH:7]=1)[S:15]([CH3:18])(=[O:17])=[O:16]. Reported procedure: N-Methyl-N-(2-{2-[4-(4-methyl-piperazin-1-yl)-phenylamino]-[1,2,4]triazolo[1,5-a]pyridin-8-ylamino}-benzyl)-methanesulfonamide was prepared from N-[2-(2-chloro-[1,2,4]triazolo[1,5-a]pyridin-8-ylamino)-benzyl]-N-methyl-methanesulfonamide (75.0 mg, 0.205 mmol) and 4-(4-methyl-piperazin-1-yl)-phenylamine (44.0 mg, 0.230 mmol) with 2,2′-bis-dicyclohexylphosphanyl-biphenyl (25.0 mg, 0.0457 mmol) as the ligand in a manner analogous to Example 2d. Product isolated as a brown foam (0.019 g, 18%). 1H NMR... Yields the product BrC=1C=CC(=NC1F)NCC1=CC=C(C=C1)Cl ((5-bromo-6-fluoro-pyridin-2-yl)-(4-chloro-benzyl)-amine). Starting materials: ClC1=CC=C(CNC2=NC(=CC=C2)F)C=C1 ((4-chloro-benzyl)-(6-fluoro-pyridin-2-yl)-amine), BrN1C(CCC1=O)=O (N-bromosuccinimide), S(=S)(=O)([O-])[O-].[Na+].[Na+] (sodium thiosulfate). Procedure details: To (4-chloro-benzyl)-(6-fluoro-pyridin-2-yl)-amine (536, 1.03 g, 4.35 mmol) in acetonitrile (30.0 mL), under an atmosphere of nitrogen, N-bromosuccinimide (0.820 g, 4.61 mol) was added slowly. After 2 hours, the reaction was poured into a solution of sodium thiosulfate and extracted with ethyl acetate. The organic layer was dried over sodium sulfate, concentrated and crytstallized with ethyl acetate and hexane to give a white solid (537, 1.10 g, 80.1%). As a reaction SMILES: [Cl:1][C:2]1[CH:16]=[CH:15][C:5]([CH2:6][NH:7][C:8]2[CH:13]=[CH:12][CH:11]=[C:10]([F:14])[N:9]=2)=[CH:4][CH:3]=1.[Br:17]N1C(=O)CCC1=O.S([O-])([O-])(=O)=S.[Na+].[Na+]>C(#N)C>[Br:17][C:11]1[CH:12]=[CH:13][C:8]([NH:7][CH2:6][C:5]2[CH:15]=[CH:16][C:2]([Cl:1])=[CH:3][CH:4]=2)=[N:9][C:10]=1[F:14] |f:2.3.4|. Run at time 2 hour. The solvent is C(C)#N (acetonitrile). The reactants are C(C)(C)(C)OC(=O)N1CCC=2C(=NNC2CC1)C1=CC=C(C=C1)Cl (3-(4-chloro-phenyl)-4,5,7,8-tetrahydro-1H-1,2,6-triaza-azulene-6-carboxylic acid tert-butyl ester), COC(CBr)=O (2-bromoacetic acid methyl ester). Yields the product COC(CN1N=C(C=2CCNCCC12)C1=CC=C(C=C1)Cl)=O ([3-(4-Chloro-phenyl)-5,6,7,8-tetrahydro-4H-1,2,6-triaza-azulen-1-yl]-acetic acid methyl ester). The yield is 28.1%. RXN SMILES: C(OC([N:8]1[CH2:17][CH2:16][C:15]2[NH:14][N:13]=[C:12]([C:18]3[CH:23]=[CH:22][C:21]([Cl:24])=[CH:20][CH:19]=3)[C:11]=2[CH2:10][CH2:9]1)=O)(C)(C)C.[CH3:25][O:26][C:27](=[O:30])[CH2:28]Br>>[CH3:25][O:26][C:27](=[O:30])[CH2:28][N:14]1[C:15]2[CH2:16][CH2:17][NH:8][CH2:9][CH2:10][C:11]=2[C:12]([C:18]2[CH:19]=[CH:20][C:21]([Cl:24])=[CH:22][CH:23]=2)=[N:13]1. Reported procedure: The title compound (0.09 g) was prepared from 3-(4-chloro-phenyl)-4,5,7,8-tetrahydro-1H-1,2,6-triaza-azulene-6-carboxylic acid tert-butyl ester (Example 103, Step B; 1 mmol) using 2-bromoacetic acid methyl ester (1.5 mmol) in place of 2-chloromethyl-thiophene. MS (ESI): exact mass calculated for C16H18ClN3O2, 319.11. found, m/z 320.2 [M+H]+. 1H NMR (500 MHz, CD3OD): 7.31 (d, J=8.1 Hz, 2H), 7.26 (d, J=8.1 Hz, 2H), 4.93 (s, 2H), 3.56 (s, 3H), 3.27-3.25 (br m, 2H), 3.19-3.17 (br m, 2H), 3.04-3.03 (...